Dataset: the Open Reaction Database (ORD), a public repository of structured organic reaction records. Task: describe an organic reaction: reactants, conditions, products, and yield The reactants are CCO, CCOC(=O)C(C)(C)C=CF, [K+], [OH-], O. Product: CC(C)(C=CF)C(=O)O. As a reaction SMILES: [CH3:14][CH2:15][OH:16].[F:1][CH:2]=[CH:3][C:4]([C:5](=[O:6])[O:7][CH2:8][CH3:9])([CH3:10])[CH3:11].[K+:13].[OH-:12].[OH2:17]>>[F:1][CH:2]=[CH:3][C:4]([C:5](=[O:6])[OH:7])([CH3:10])[CH3:11]. Yields the product COC(=O)c1ccc(C(C)NC(=O)c2cc(Cl)cnc2Oc2ccccc2)cc1. The reactants are COC(=O)c1ccc(C(C)NC(=O)c2cc(Cl)cnc2Cl)cc1, Oc1ccccc1. As a reaction SMILES: [Cl:1][c:2]1[n:3][cH:4][c:5]([Cl:23])[cH:6][c:7]1[C:8](=[O:9])[NH:10][CH:11]([CH3:12])[c:13]1[cH:14][cH:15][c:16]([C:17](=[O:18])[O:19][CH3:20])[cH:21][cH:22]1.[OH:24][c:25]1[cH:26][cH:27][cH:28][cH:29][cH:30]1>>[c:2]1([O:24][c:25]2[cH:26][cH:27][cH:28][cH:29][cH:30]2)[n:3][cH:4][c:5]([Cl:23])[cH:6][c:7]1[C:8](=[O:9])[NH:10][CH:11]([CH3:12])[c:13]1[cH:14][cH:15][c:16]([C:17](=[O:18])[O:19][CH3:20])[cH:21][cH:22]1. Starting materials: CSc1nnc(-c2ccncc2)n1C, CC(=O)O, ClC(Cl)Cl, [K+], O=[Mn](=O)(=O)[O-], [Na+], [OH-], O. The product is Cn1c(-c2ccncc2)nnc1S(C)(=O)=O. RXN SMILES: [CH3:1][n:2]1[c:3](-[c:9]2[cH:10][cH:11][n:12][cH:13][cH:14]2)[n:4][n:5][c:6]1[S:7][CH3:8].[CH3:28][C:29](=[O:30])[OH:31].[CH:23]([Cl:24])([Cl:25])[Cl:26].[K+:20].[Mn:15](=[O:16])([O-:17])(=[O:18])=[O:19].[Na+:22].[OH-:21].[OH2:27]>>[CH3:1][n:2]1[c:3](-[c:9]2[cH:10][cH:11][n:12][cH:13][cH:14]2)[n:4][n:5][c:6]1[S:7]([CH3:8])(=[O:16])=[O:21]. Starting materials: C1(=CC=CC=C1)CC=CC(=O)O (4-phenylbut-2-enoic acid), COC=1C=C(C=CC1OC)S (3,4-dimethoxybenzenethiol), N1CCCCC1 (piperidine). Reaction conditions: temperature 110 celsius. The product is COC=1C=C(C=CC1OC)SC(CC(=O)O)CC1=CC=CC=C1 (3-(3,4-dimethoxyphenylsulfanyl)-4-phenylbutanoic acid). RXN SMILES: [C:1]1([CH2:7][CH:8]=[CH:9][C:10]([OH:12])=[O:11])[CH:6]=[CH:5][CH:4]=[CH:3][CH:2]=1.[CH3:13][O:14][C:15]1[CH:16]=[C:17]([SH:23])[CH:18]=[CH:19][C:20]=1[O:21][CH3:22].N1CCCCC1>>[CH3:13][O:14][C:15]1[CH:16]=[C:17]([S:23][CH:8]([CH2:7][C:1]2[CH:6]=[CH:5][CH:4]=[CH:3][CH:2]=2)[CH2:9][C:10]([OH:12])=[O:11])[CH:18]=[CH:19][C:20]=1[O:21][CH3:22]. Reported procedure: A mixture of 4-phenylbut-2-enoic acid (2 g, 12.33 mmol) prepared as in Example 6, Step B, 3,4-dimethoxybenzenethiol (2.1 mL, 14.79 mmol, 1.2 eq), and piperidine (0.4 mL (3.7 mmol, 0.3 eq) is heated at 110° C. in a bomb for 18 hours. The reaction is partitioned between ethyl ether and 1 N HCl. The organic layer is dried over anhydrous MgSO4 and concentrated in vacuo. The product is purified by flash silica gel chromatography to afford 3-(3,4-dimethoxyphenylsulfanyl)-4-phenylbutanoic acid as a yel...